From a dataset of the Open Reaction Database (ORD), a public repository of structured organic reaction records. describe an organic reaction: reactants, conditions, products, and yield Yields the product COC(=O)c1ccc(NCc2cc(-c3ccc(Cl)s3)on2)c(N)c1. The reactants are [BH4-], CO, COC(=O)c1ccc(NCc2cc(-c3ccc(Cl)s3)on2)c([N+](=O)[O-])c1, ClCCl, [Na+]. As a reaction SMILES: [BH4-:1].[CH3:29][OH:30].[CH3:3][O:4][C:5]([c:6]1[cH:7][c:8]([N+:25]([O-:26])=[O:27])[c:9]([NH:12][CH2:13][c:14]2[n:15][o:16][c:17](-[c:19]3[s:20][c:21]([Cl:24])[cH:22][cH:23]3)[cH:18]2)[cH:10][cH:11]1)=[O:28].[Cl:31][CH2:32][Cl:33].[Na+:2]>>[CH3:3][O:4][C:5]([c:6]1[cH:7][c:8]([NH2:25])[c:9]([NH:12][CH2:13][c:14]2[n:15][o:16][c:17](-[c:19]3[s:20][c:21]([Cl:24])[cH:22][cH:23]3)[cH:18]2)[cH:10][cH:11]1)=[O:28].